This data is from the Open Reaction Database (ORD), a public repository of structured organic reaction records. The task is: describe an organic reaction: reactants, conditions, products, and yield Product: COc1c(-c2ncc(C)o2)cnc2ccc(C=O)cc12. Reaction SMILES: [CH2:36]([SiH:37]([CH2:38][CH2:39][CH2:40][CH2:41][CH2:42][CH3:43])[CH2:44][CH2:45][CH2:46][CH2:47][CH2:48][CH3:49])[CH2:50][CH2:51][CH2:52][CH2:53][CH3:54].[CH3:55][N:56]([CH:57]=[O:58])[CH3:59].[I:1][c:2]1[cH:3][c:4]2[c:5]([O:18][CH3:19])[c:6](-[c:12]3[o:13][c:14]([CH3:17])[cH:15][n:16]3)[cH:7][n:8][c:9]2[cH:10][cH:11]1.[O-:61][C:62]([CH3:63])=[O:64].[O-:65][C:66]([CH3:67])=[O:68].[Pd+2:60].[c:20]1([CH:21]([c:22]2[cH:23][cH:24][cH:25][cH:26][cH:27]2)[CH2:28][CH2:29][PH2:30])[cH:31][cH:32][cH:33][cH:34][cH:35]1>>[c:2]1([CH:57]=[O:58])[cH:3][c:4]2[c:5]([O:18][CH3:19])[c:6](-[c:12]3[o:13][c:14]([CH3:17])[cH:15][n:16]3)[cH:7][n:8][c:9]2[cH:10][cH:11]1. The reactants are CCCCCC[SiH](CCCCCC)CCCCCC, CN(C)C=O, COc1c(-c2ncc(C)o2)cnc2ccc(I)cc12, CC(=O)[O-], CC(=O)[O-], [Pd+2], PCCC(c1ccccc1)c1ccccc1.